Dataset: the Open Reaction Database (ORD), a public repository of structured organic reaction records. Task: describe an organic reaction: reactants, conditions, products, and yield The reactants are Cc1nc2ccc(C(=O)O)cc2n1Cc1ccccc1Cl, C1=C(C2=NNCCCCCCCC2)CCCCCCCCC1, CN(C)C=O, NS(=O)(=O)c1ccccc1. Product: Cc1nc2ccc(C(=O)NS(=O)(=O)c3ccccc3)cc2n1Cc1ccccc1Cl. RXN SMILES: [C:1](=[O:2])([OH:3])[c:4]1[cH:5][cH:6][c:7]2[c:8]([n:9]([CH2:13][c:14]3[c:15]([Cl:20])[cH:16][cH:17][cH:18][cH:19]3)[c:10]([CH3:12])[n:11]2)[cH:21]1.[C:32]1([C:33]2=[CH:43][CH2:42][CH2:41][CH2:40][CH2:39][CH2:38][CH2:37][CH2:36][CH2:35][CH2:34]2)=[N:53][NH:52][CH2:51][CH2:50][CH2:49][CH2:48][CH2:47][CH2:46][CH2:45][CH2:44]1.[CH3:54][N:55]([CH3:56])[CH:57]=[O:58].[c:22]1([S:28](=[O:29])(=[O:30])[NH2:31])[cH:23][cH:24][cH:25][cH:26][cH:27]1>>[C:1](=[O:3])([c:4]1[cH:5][cH:6][c:7]2[c:8]([n:9]([CH2:13][c:14]3[c:15]([Cl:20])[cH:16][cH:17][cH:18][cH:19]3)[c:10]([CH3:12])[n:11]2)[cH:21]1)[NH:31][S:28]([c:22]1[cH:23][cH:24][cH:25][cH:26][cH:27]1)(=[O:29])=[O:30]. Starting materials: O=C([O-])[O-], CC(=O)Oc1ccc(-n2nnnc2C)c(C(=O)O)c1, CC(C)=O, [Cs+], [Cs+], CCI. The product is CCOC(=O)c1cc(OC(C)=O)ccc1-n1nnnc1C. As a reaction SMILES: [C:1](=[O:2])([O-:3])[O-:4].[C:7]([CH3:8])(=[O:9])[O:10][c:11]1[cH:12][cH:13][c:14](-[n:20]2[n:21][n:22][n:23][c:24]2[CH3:25])[c:15]([C:16](=[O:17])[OH:18])[cH:19]1.[CH3:29][C:30](=[O:31])[CH3:32].[Cs+:5].[Cs+:6].[I:26][CH2:27][CH3:28]>>[C:7]([CH3:8])(=[O:9])[O:10][c:11]1[cH:12][cH:13][c:14](-[n:20]2[n:21][n:22][n:23][c:24]2[CH3:25])[c:15]([C:16](=[O:17])[O:18][CH2:27][CH3:28])[cH:19]1. Reactants: B(C1CCCCC1)C1CCCCC1 (Cy2BH), C(CC)=O (propanal), CC(C)OC(=O)[C@@H]([C@H](C(=O)OC(C)C)O)O ((+)-DIPT), C#CCCCC (1-hexyne), [Zn](CC)CC (Et2Zn). Reagents/catalysts: CC(C)O[Ti](OC(C)C)(OC(C)C)OC(C)C (Ti(OiPr)4). The product is C(CCC)C1C(O1)C(CC)O (1-(3-Butyl-oxiranyl)-propan-1-ol). The yield is 68.0%. Reaction SMILES: B(C1CCCCC1)[CH:2]1[CH2:7]CCC[CH2:3]1.C#CCCCC.[Zn](CC)CC.C(=O)CC.CC(O[C:33]([C@H:35](O)[C@@H:36]([OH:43])[C:37]([O:39][CH:40]([CH3:42])C)=O)=O)C>CC(O[Ti](OC(C)C)(OC(C)C)OC(C)C)C>[CH2:42]([CH:40]1[O:39][CH:37]1[CH:36]([OH:43])[CH2:35][CH3:33])[CH2:3][CH2:2][CH3:7]. Procedure: The product was prepared by General procedure T using 50 mg (0.28 mmol) Cy2BH, 32 μL (0.28 mmol) 1-hexyne, 0.39 mL (0.78 mmol, 2.0 M in hexanes) Et2Zn, 2.4 mg (0.01 mmol) (−)-MIB, 18 μL (0.25 mmol) propanal, 50 μL (0.05 mmol, 1.0 M in hexanes) Ti(OiPr)4, and 21 μL (0.10 mmol) (+)-DIPT. The crude product was purified by column chromatography (5% ethyl acetate in hexanes) to afford the title compound in 68% yield (27 mg, 0.17 mmol). threo-diastereomer: Colorless oil. [α]D20=−12.5 (c=0.12, CHCl3); ... The reactants are COc1ccc(-c2cccc(C(=O)N3CCN(c4ccncc4)CC3)n2)cc1OC, O=C(OO)c1cccc(Cl)c1, ClCCl, [Na+], [Na+], O=S([O-])([O-])=S. Yields the product COc1ccc(-c2cccc(C(=O)N3CCN(c4cc[n+]([O-])cc4)CC3)n2)cc1OC. RXN SMILES: [CH3:1][O:2][c:3]1[cH:4][c:5](-[c:11]2[cH:12][cH:13][cH:14][c:15]([C:17](=[O:18])[N:19]3[CH2:20][CH2:21][N:22]([c:25]4[cH:26][cH:27][n:28][cH:29][cH:30]4)[CH2:23][CH2:24]3)[n:16]2)[cH:6][cH:7][c:8]1[O:9][CH3:10].[Cl:31][c:32]1[cH:33][cH:34][cH:35][c:36]([C:37]([O:38][OH:40])=[O:39])[cH:41]1.[Cl:49][CH2:50][Cl:51].[Na+:47].[Na+:48].[S:42]([O-:43])([O-:44])(=[O:45])=[S:46]>>[CH3:1][O:2][c:3]1[cH:4][c:5](-[c:11]2[cH:12][cH:13][cH:14][c:15]([C:17](=[O:18])[N:19]3[CH2:20][CH2:21][N:22]([c:25]4[cH:26][cH:27][n+:28]([O-:39])[cH:29][cH:30]4)[CH2:23][CH2:24]3)[n:16]2)[cH:6][cH:7][c:8]1[O:9][CH3:10]. Starting materials: BrC1=CC=CC2=C1N=C(S2)C2=CC=C(C=C2)OC (4-bromo-2-(4-methoxyphenyl)benzo[d]thiazole), [Cu]C#N (copper(I) cyanide), Cl (hydrochloric acid). The solvent is CN(C=O)C (N,N-dimethylformamide). Product: COC1=CC=C(C=C1)C=1SC=2C(N1)=C(C=CC2)C#N (2-(4-methoxyphenyl)benzo[d]thiazole-4-carbonitrile). Reaction SMILES: Br[C:2]1[C:7]2[N:8]=[C:9]([C:11]3[CH:16]=[CH:15][C:14]([O:17][CH3:18])=[CH:13][CH:12]=3)[S:10][C:6]=2[CH:5]=[CH:4][CH:3]=1.[Cu][C:20]#[N:21].Cl>CN(C)C=O>[CH3:18][O:17][C:14]1[CH:15]=[CH:16][C:11]([C:9]2[S:10][C:6]3[C:7](=[C:2]([C:20]#[N:21])[CH:3]=[CH:4][CH:5]=3)[N:8]=2)=[CH:12][CH:13]=1. Procedure: To a solution of EXAMPLE 1C (5 g) in N,N-dimethylformamide (1.6 mL) was added copper(I) cyanide (2.1 g) and the mixture heated at reflux for 6 hours. The mixture was cooled, poured into 1N hydrochloric acid and extracted with ethyl acetate. The solid that precipitated out of the organic layer was filtered, washed with water and dried to afford the title compound.